From a dataset of the Open Reaction Database (ORD), a public repository of structured organic reaction records. describe an organic reaction: reactants, conditions, products, and yield The reactants are C(C)OC(C1=CN=CC=C1)=O (nicotinic acid ethyl ester), FC1=C(C=C(C=C1)F)CC#N ((2,5-difluoro-phenyl)-acetonitrile). Product: FC1=C(C=C(C=C1)F)CC(=O)C=1C=NC=CC1 (2-(2,5-difluoro-phenyl)-1-pyridin-3-yl-ethanone), FC1=C(C=C(C=C1)F)CC(C=1C=NC=CC1)N (2-(2,5-difluoro-phenyl)-1-pyridin-3-yl-ethylamine). RXN SMILES: C(O[C:4](=[O:11])[C:5]1[CH:10]=[CH:9][CH:8]=[N:7][CH:6]=1)C.[F:12][C:13]1[CH:18]=[CH:17][C:16]([F:19])=[CH:15][C:14]=1[CH2:20][C:21]#[N:22]>>[F:12][C:13]1[CH:18]=[CH:17][C:16]([F:19])=[CH:15][C:14]=1[CH2:20][C:4]([C:5]1[CH:6]=[N:7][CH:8]=[CH:9][CH:10]=1)=[O:11].[F:12][C:13]1[CH:18]=[CH:17][C:16]([F:19])=[CH:15][C:14]=1[CH2:20][CH:21]([NH2:22])[C:5]1[CH:6]=[N:7][CH:8]=[CH:9][CH:10]=1. Reported procedure: The title compound was generated from commercially available nicotinic acid ethyl ester and (2,5-difluoro-phenyl)-acetonitrile according to the general procedure D described above. The intermediates 2-(2,5-difluoro-phenyl)-1-pyridin-3-yl-ethanone and 2-(2,5-difluoro-phenyl)-1-pyridin-3-yl-ethylamine were isolated and characterized. The reactants are CC(=O)O, CCO, [Na+], [OH-], O, CCOC(=O)CC(=O)Nc1ccc(N2CCC(NCC(O)c3ccc(O)c(NS(C)(=O)=O)c3)CC2)cc1. The product is CS(=O)(=O)Nc1cc(C(O)CNC2CCN(c3ccc(NC(=O)CC(=O)O)cc3)CC2)ccc1O. Reaction SMILES: [CH3:40][C:41](=[O:42])[OH:43].[CH3:45][CH2:46][OH:47].[Na+:39].[OH-:38].[OH2:44].[OH:1][CH:2]([CH2:3][NH:4][CH:5]1[CH2:6][CH2:7][N:8]([c:11]2[cH:12][cH:13][c:14]([NH:15][C:16]([CH2:17][C:18](=[O:19])[O:20][CH2:21][CH3:22])=[O:23])[cH:24][cH:25]2)[CH2:9][CH2:10]1)[c:26]1[cH:27][c:28]([NH:33][S:34](=[O:35])(=[O:36])[CH3:37])[c:29]([OH:32])[cH:30][cH:31]1>>[OH:1][CH:2]([CH2:3][NH:4][CH:5]1[CH2:6][CH2:7][N:8]([c:11]2[cH:12][cH:13][c:14]([NH:15][C:16]([CH2:17][C:18](=[O:19])[OH:20])=[O:23])[cH:24][cH:25]2)[CH2:9][CH2:10]1)[c:26]1[cH:27][c:28]([NH:33][S:34](=[O:35])(=[O:36])[CH3:37])[c:29]([OH:32])[cH:30][cH:31]1. Starting materials: NC1=NC2=CC=C(C=C2C(=N1)O)CN(C1=CC=C(C(=O)N[C@@H](CCC(=O)[O-])C(=O)[O-])C=C1)CCF (N-(4-(N-((2-amino-4-hydroxy-6-quinazolinyl)methyl)2-fluoroethylamino)benzoyl)-L-glutamate), [OH-].[Na+] (NaOH). Run in O (water), C(C)O (ethanol). Run at time 2 hour. Yields the product NC1=NC2=CC=C(C=C2C(=N1)O)CN(C1=CC=C(C(=O)N[C@@H](CCC(=O)O)C(=O)O)C=C1)CCF (N-(4-(N-((2-amino-4-hydroxy-6-quinazolinyl)methyl)2-fluoroethylamino)benzoyl)-L-glutamic acid). Yield: 60.1%. Reaction SMILES: [NH2:1][C:2]1[N:11]=[C:10]([OH:12])[C:9]2[C:4](=[CH:5][CH:6]=[C:7]([CH2:13][N:14]([CH2:33][CH2:34][F:35])[C:15]3[CH:32]=[CH:31][C:18]([C:19]([NH:21][C@H:22]([C:28]([O-:30])=[O:29])[CH2:23][CH2:24][C:25]([O-:27])=[O:26])=[O:20])=[CH:17][CH:16]=3)[CH:8]=2)[N:3]=1.[OH-].[Na+]>O.C(O)C>[NH2:1][C:2]1[N:11]=[C:10]([OH:12])[C:9]2[C:4](=[CH:5][CH:6]=[C:7]([CH2:13][N:14]([CH2:33][CH2:34][F:35])[C:15]3[CH:16]=[CH:17][C:18]([C:19]([NH:21][C@H:22]([C:28]([OH:30])=[O:29])[CH2:23][CH2:24][C:25]([OH:27])=[O:26])=[O:20])=[CH:31][CH:32]=3)[CH:8]=2)[N:3]=1 |f:1.2|. Procedure details: N-(4-(N-((2-amino-4-hydroxy-6-quinazolinyl)methyl)2-fluoroethylamino)benzoyl)-L-glutamate (0.206 g) was suspended in a mixture of water (4.5 ml) and ethanol (1 ml) and treated with 1 N NaOH aq. (5 mol eq.). Vigorous shaking gave a solution within 5 min. After 2 hr. the solution was clarified by filtration and the pH brought to 4.0 using 1 N HCl aq. A gelatinous precipitate of the product resulted. It was freed from inorganic ions by three cycles of suspension-centrifugation-decantation. The amor... The reactants are ON(C1=CC=CC=C1)C(C1=CC=CC=C1)=O (N-hydroxybenzanilide), C(C)(=O)OC=C (vinyl acetate), Li2PdCl4. The product is C(C1=CC=CC=C1)(=O)N1C=CC2=CC=CC=C12 (N-benzoylindole). As a reaction SMILES: O[N:2]([C:9](=[O:16])[C:10]1[CH:15]=[CH:14][CH:13]=[CH:12][CH:11]=1)[C:3]1[CH:8]=[CH:7][CH:6]=[CH:5][CH:4]=1.[C:17](OC=C)(=O)[CH3:18]>>[C:9]([N:2]1[C:3]2[C:8](=[CH:7][CH:6]=[CH:5][CH:4]=2)[CH:18]=[CH:17]1)(=[O:16])[C:10]1[CH:15]=[CH:14][CH:13]=[CH:12][CH:11]=1. Procedure details: 8.3 g of N-hydroxybenzanilide are heated with 125 ml of vinyl acetate and 250 mg of Li2PdCl4 for four and a half hours at 60° C. The reaction mixture is washed with brine, dried over magnesium sulfate, and concentrated by evaporation. The solid residue is shaken with diethyl ether, in the process of which a small amount of crystalline benzanilide precipitates. The organic phase is concentrated by evaporation, and chromatographed through silica gel (toluene/diethyl ether 1:1). As the first fracti... Product: COc1c(C#N)cc2ccccc2c1COCC(c1ccc(F)c(Cl)c1)N1CCN(C(=O)OC(C)(C)C)CC1. As a reaction SMILES: [CH2:44]1[O:45][CH2:46][CH2:47][CH2:48]1.[Cl:1][c:2]1[cH:3][c:4]([CH:9]([CH2:10][OH:11])[N:12]2[CH2:13][CH2:14][N:15]([C:18](=[O:19])[O:20][C:21]([CH3:22])([CH3:23])[CH3:24])[CH2:16][CH2:17]2)[cH:5][cH:6][c:7]1[F:8].[H-:42].[I:25][CH2:26][c:27]1[c:28]([O:39][CH3:40])[c:29]([C:37]#[N:38])[cH:30][c:31]2[cH:32][cH:33][cH:34][cH:35][c:36]12.[Na+:41].[OH2:43]>>[Cl:1][c:2]1[cH:3][c:4]([CH:9]([CH2:10][O:11][CH2:26][c:27]2[c:28]([O:39][CH3:40])[c:29]([C:37]#[N:38])[cH:30][c:31]3[cH:32][cH:33][cH:34][cH:35][c:36]23)[N:12]2[CH2:13][CH2:14][N:15]([C:18](=[O:19])[O:20][C:21]([CH3:22])([CH3:23])[CH3:24])[CH2:16][CH2:17]2)[cH:5][cH:6][c:7]1[F:8]. The reactants are C1CCOC1, CC(C)(C)OC(=O)N1CCN(C(CO)c2ccc(F)c(Cl)c2)CC1, [H-], COc1c(C#N)cc2ccccc2c1CI, [Na+], O.